Dataset: the Open Reaction Database (ORD), a public repository of structured organic reaction records. Task: describe an organic reaction: reactants, conditions, products, and yield Starting materials: C(C)(=O)OCC (Ethyl acetate), ClC=1C=CC2=C([C@H](O[C@@H](C(N2CCCCI)=O)CC#N)C2=CC=CC3=CC=CC=C23)C1 (Trans-7-chloro-5-(1 -naphthyl)-1 -(4-iodobutyl)-2-oxo-1,2,3,5-tetrahydro-4,1 -benzoxazepine-3-acetonitrile), CC=1NC=CN1 (2-methylimidazole), C([O-])([O-])=O.[K+].[K+] (potassium carbonate). Run in CN(C)C=O (DMF). Run at temperature 25 celsius, time 72 hour. Product: ClC=1C=CC2=C([C@H](O[C@@H](C(N2CCCCN2C(=NC=C2)C)=O)CC#N)C2=CC=CC3=CC=CC=C23)C1 (Trans-7-chloro-5-(l -naphthyl)-1-(4-(2-methylimidazol-1 -yl) butyl)-2-oxo-1,2,3,5-tetrahydro-4, 1 -benzoxazepine-3-acetonitrile). Isolated yield 47.3%. Reaction SMILES: [Cl:1][C:2]1[CH:3]=[CH:4][C:5]2[N:11]([CH2:12][CH2:13][CH2:14][CH2:15]I)[C:10](=[O:17])[C@@H:9]([CH2:18][C:19]#[N:20])[O:8][C@H:7]([C:21]3[C:30]4[C:25](=[CH:26][CH:27]=[CH:28][CH:29]=4)[CH:24]=[CH:23][CH:22]=3)[C:6]=2[CH:31]=1.[CH3:32][C:33]1[NH:34][CH:35]=[CH:36][N:37]=1.C(=O)([O-])[O-].[K+].[K+].C(OCC)(=O)C>CN(C=O)C>[Cl:1][C:2]1[CH:3]=[CH:4][C:5]2[N:11]([CH2:12][CH2:13][CH2:14][CH2:15][N:34]3[CH:35]=[CH:36][N:37]=[C:33]3[CH3:32])[C:10](=[O:17])[C@@H:9]([CH2:18][C:19]#[N:20])[O:8][C@H:7]([C:21]3[C:30]4[C:25](=[CH:26][CH:27]=[CH:28][CH:29]=4)[CH:24]=[CH:23][CH:22]=3)[C:6]=2[CH:31]=1 |f:2.3.4|. Procedure details: Trans-7-chloro-5-(1 -naphthyl)-1 -(4-iodobutyl)-2-oxo-1,2,3,5-tetrahydro-4,1 -benzoxazepine-3-acetonitrile (575 mg, 1.06 mmol), 2-methylimidazole (87 mg, 1.06 mmol) and potassium carbonate (146 mg, 1.06 mmol) were dissolved in DMF (5 ml) and the resulting solution stirred at 25° C. for 72 hours. Ethyl acetate was added and the solution washed with water (4×). The organic layer was dried (MgSO4), concentrated under reduced pressure and purified by flash column chromatography (ethyl acetate/diethy... Product: CCCCCOc1ccc(C(=O)Oc2cccc3ccccc23)c2ccccc12. Starting materials: CCCCCOc1ccc(C=O)c2ccccc12, CCN(C(C)C)C(C)C, ClCCl, ClC(Cl)(Cl)Cl, Oc1cccc2ccccc12. RXN SMILES: [CH2:1]([CH2:2][CH2:3][CH2:4][CH3:5])[O:6][c:7]1[cH:8][cH:9][c:10]([CH:17]=[O:18])[c:11]2[cH:12][cH:13][cH:14][cH:15][c:16]12.[CH:19]([N:20]([CH2:21][CH3:22])[CH:23]([CH3:24])[CH3:25])([CH3:26])[CH3:27].[Cl:39][CH2:40][Cl:41].[Cl:42][C:43]([Cl:44])([Cl:45])[Cl:46].[OH:28][c:29]1[cH:30][cH:31][cH:32][c:33]2[cH:34][cH:35][cH:36][cH:37][c:38]12>>[CH2:1]([CH2:2][CH2:3][CH2:4][CH3:5])[O:6][c:7]1[cH:8][cH:9][c:10]([C:17](=[O:18])[O:28][c:29]2[cH:30][cH:31][cH:32][c:33]3[cH:34][cH:35][cH:36][cH:37][c:38]23)[c:11]2[cH:12][cH:13][cH:14][cH:15][c:16]12.